This data is from the Open Reaction Database (ORD), a public repository of structured organic reaction records. The task is: describe an organic reaction: reactants, conditions, products, and yield Reactants: C(C1=CC=CC=C1)OC=1C(=C(NC)C=CC1)N (3-benzyloxy-2-amino-N-methylaniline), C(C(C)C)(=O)O (isobutyric acid), Cl (hydrochloric acid). Product: OC1=CC=CC=2N(C(=NC21)C(C)C)C (4-hydroxy-2-isopropyl-1-methyl-1H-benzimidazole). Isolated yield 6.6%. Reaction SMILES: C([O:8][C:9]1[C:10]([NH2:17])=[C:11]([CH:14]=[CH:15][CH:16]=1)[NH:12][CH3:13])C1C=CC=CC=1.[C:18](O)(=O)[CH:19]([CH3:21])[CH3:20].Cl>>[OH:8][C:9]1[C:10]2[N:17]=[C:18]([CH:19]([CH3:21])[CH3:20])[N:12]([CH3:13])[C:11]=2[CH:14]=[CH:15][CH:16]=1. Procedure details: A mixture of 3-benzyloxy-2-amino-N-methylaniline (600 mg), isobutyric acid (243 mg) and 4N hydrochloric acid (3.5 ml) was refluxed for 3 hours, and the solvent was removed in vacuo. Chloroform and saturated sodium bicarbonate solution were added to the residue. The separated organic layer was washed with water and brine, dried over magnesium sulfate and evaporated in vacuo. The residue was purified by silica gel column chromatogrpahy (chloroform:methanol=50:1, v/v) to give 4-hydroxy-2-isopropyl-... The reactants are C1=C(C=CC=2C(C3=C(C=CC21)C=CC=C3)=O)C(C(=O)N)C (2-(5H-dibenzo[a,d]cyclohepten-5-on-2-yl)propionamide), C(C)(=O)O (acetic acid), Cl (hydrochloric acid). The solvent is O (water). Product: C1=C(C=CC=2C(C3=C(C=CC21)C=CC=C3)=O)C(C(=O)O)C (2-(5H-dibenzo[a,d]cyclohepten-5-on-2-yl)propionic acid). Yield: 90.0%. Reaction SMILES: [CH:1]1[C:11]2[CH:10]=[CH:9][C:8]3[CH:12]=[CH:13][CH:14]=[CH:15][C:7]=3[C:6](=[O:16])[C:5]=2[CH:4]=[CH:3][C:2]=1[CH:17]([CH3:21])[C:18](N)=[O:19].C(O)(=[O:24])C.Cl>O>[CH:1]1[C:11]2[CH:10]=[CH:9][C:8]3[CH:12]=[CH:13][CH:14]=[CH:15][C:7]=3[C:6](=[O:16])[C:5]=2[CH:4]=[CH:3][C:2]=1[CH:17]([CH3:21])[C:18]([OH:24])=[O:19]. Procedure details: 3.0 Gm. of 2-(5H-dibenzo[a,d]cyclohepten-5-on-2-yl)propionamide is refluxed in a mixture of 20 ml. of acetic acid and 30 ml. of concentrated hydrochloric acid for 3 hours. The solution is cooled and poured into water. The mixture is extracted with ethyl acetate and the extract is washed, dried and evaporated to yield 90% of 2-(5H-dibenzo[a,d]cyclohepten-5-on-2-yl)propionic acid., m.p. (chloroform-hexane) 138°-139° C.; m.p. (acetone-hexane) 113°-115° C. Use of 2-(5H-dibenzo[a,d]cyclohepten-5-on-2...